This data is from the Open Reaction Database (ORD), a public repository of structured organic reaction records. The task is: describe an organic reaction: reactants, conditions, products, and yield Reported procedure: A mixture of thiomorpholine (1.03 g, 10.0 mmol), 5-bromo-2-iodopyridine (3.69 g, 13 mmol), Pd2(dba)3 (200 mg, 0.2 mmol), xantphos (510 mg, 0.6 mmol) and t-BuONa (1.44 g, 15 mmol) in toluene (50 ml) was stirred under argon at 98° C. for 3 hours. After cooled to room temperature, the mixture was filtered through celite and washed with ethyl acetate. The filtrate was evaporated and the residue was subjected to silica gel column chromatography with 0-5% ethyl acetate in hexanes as eluent to give 4-(... Run at temperature 98 celsius, time 3 hour. Reagents/catalysts: C=1C=CC(=CC1)/C=C/C(=O)/C=C/C2=CC=CC=C2.C=1C=CC(=CC1)/C=C/C(=O)/C=C/C2=CC=CC=C2.C=1C=CC(=CC1)/C=C/C(=O)/C=C/C2=CC=CC=C2.[Pd].[Pd] (Pd2(dba)3). The reactants are N1CCSCC1 (thiomorpholine), BrC=1C=CC(=NC1)I (5-bromo-2-iodopyridine), CC1(C2=C(C(=CC=C2)P(C3=CC=CC=C3)C4=CC=CC=C4)OC5=C(C=CC=C51)P(C6=CC=CC=C6)C7=CC=CC=C7)C (xantphos), C(C)(C)(C)O[Na] (t-BuONa). Product: BrC=1C=CC(=NC1)N1CCSCC1 (4-(5-bromopyridin-2-yl)thiomorpholine). Solvent: C1(=CC=CC=C1)C (toluene). As a reaction SMILES: [NH:1]1[CH2:6][CH2:5][S:4][CH2:3][CH2:2]1.[Br:7][C:8]1[CH:9]=[CH:10][C:11](I)=[N:12][CH:13]=1.CC1(C)C2C(=C(P(C3C=CC=CC=3)C3C=CC=CC=3)C=CC=2)OC2C(P(C3C=CC=CC=3)C3C=CC=CC=3)=CC=CC1=2.C(O[Na])(C)(C)C>C1(C)C=CC=CC=1.C1C=CC(/C=C/C(/C=C/C2C=CC=CC=2)=O)=CC=1.C1C=CC(/C=C/C(/C=C/C2C=CC=CC=2)=O)=CC=1.C1C=CC(/C=C/C(/C=C/C2C=CC=CC=2)=O)=CC=1.[Pd].[Pd]>[Br:7][C:8]1[CH:9]=[CH:10][C:11]([N:1]2[CH2:6][CH2:5][S:4][CH2:3][CH2:2]2)=[N:12][CH:13]=1 |f:5.6.7.8.9|. Reactants: aqueous solution, [OH-].[Na+] (sodium hydroxide), C1(=CC=CC=C1)CC(C(=O)O)=O (phenylpyruvic acid), C(C=C(C)C)Br (prenyl bromide), Cl (hydrochloric acid). Reported procedure: A 1N aqueous solution of sodium hydroxide (20 ml: 20 mmoles) was added to 1.64 g (10 mmoles) of phenylpyruvic acid to form a solution. Then 1.49 g (10 mmoles) of prenyl bromide was added, and the mixture was reacted at room temperature for 13 hours. The reaction mixture was acidified with 1N hydrochloric acid, and extracted with three 50 ml portions of the ether. The organic layers were dried over magnesium sulfate, and the ether was evaporated under reduced pressure to give 2-oxo-3-phenyl-6-met... Yields the product O=C(C(=O)O)C(CC=C(C)C)C1=CC=CC=C1 (2-oxo-3-phenyl-6-methyl-5-heptenoic acid). RXN SMILES: [OH-].[Na+].[C:3]1([CH2:9][C:10](=[O:14])[C:11]([OH:13])=[O:12])[CH:8]=[CH:7][CH:6]=[CH:5][CH:4]=1.[CH2:15](Br)[CH:16]=[C:17]([CH3:19])[CH3:18].Cl>>[O:14]=[C:10]([CH:9]([C:3]1[CH:8]=[CH:7][CH:6]=[CH:5][CH:4]=1)[CH2:15][CH:16]=[C:17]([CH3:19])[CH3:18])[C:11]([OH:13])=[O:12] |f:0.1|. The reactants are BrC1=C(C=O)C=CC(=C1)F (2-bromo-4-fluoro-benzaldehyde), C(=O)([O-])[O-].[Na+].[Na+] (Na2CO3), C(C1=CC=CC=C1)OCCO (2-benzyloxy ethanol). Solvent: CS(=O)C (DMSO), O (H2O). Reaction conditions: temperature 130 celsius. Yields the product C(C1=CC=CC=C1)OCCOC1=CC(=C(C=O)C=C1)Br (4-(2-Benzyloxy ethoxy)-2-bromobenzaldehyde). As a reaction SMILES: [Br:1][C:2]1[CH:9]=[C:8](F)[CH:7]=[CH:6][C:3]=1[CH:4]=[O:5].C([O-])([O-])=O.[Na+].[Na+].[CH2:17]([O:24][CH2:25][CH2:26][OH:27])[C:18]1[CH:23]=[CH:22][CH:21]=[CH:20][CH:19]=1>CS(C)=O.O>[CH2:17]([O:24][CH2:25][CH2:26][O:27][C:8]1[CH:7]=[CH:6][C:3]([CH:4]=[O:5])=[C:2]([Br:1])[CH:9]=1)[C:18]1[CH:23]=[CH:22][CH:21]=[CH:20][CH:19]=1 |f:1.2.3|. Procedure: A mixture of 2-bromo-4-fluoro-benzaldehyde (32.0 g, 157 mmol), Na2CO3 (85.5 g, 788 mmol), and 2-benzyloxy ethanol (24.0 g, 158 mmol) in anhydrous DMSO (300 mL) were heated under N2 at 130° C. (bath temp) for 18 h. The reaction mixture cooled to rt, diluted with H2O (100 mL), and extracted with EtOAc The organic layer was washed with H2O then brine, dried (MgSO4), and concentrated in vacuo The residue was purified by flash chromatography (hexane to 10% EtOAc in hexane) to give the title compound ... Reactants: [OH-].[Na+] (NaOH), C(C)OC(=O)C=1NC(=CC1)CCC1=CC=CC=C1 (5-phenethyl-1H-pyrrole-2-carboxylic acid ethyl ester), CC(C)O (iPrOH). The solvent is CO (MeOH). Yields the product C(CC1=CC=CC=C1)C1=CC=C(N1)C(=O)O (5-phenethyl-1H-pyrrole-2-carboxylic acid). RXN SMILES: [OH-].[Na+].C([O:5][C:6]([C:8]1[NH:9][C:10]([CH2:13][CH2:14][C:15]2[CH:20]=[CH:19][CH:18]=[CH:17][CH:16]=2)=[CH:11][CH:12]=1)=[O:7])C.CC(O)C>CO>[CH2:13]([C:10]1[NH:9][C:8]([C:6]([OH:7])=[O:5])=[CH:12][CH:11]=1)[CH2:14][C:15]1[CH:20]=[CH:19][CH:18]=[CH:17][CH:16]=1 |f:0.1|. Procedure details: Freshly prepared aq. NaOH (10 M in H2O, 1.67 mmol) was added to a stirring, room temperature solution of 35 (0.0814 g, 0.333 mmol) in MeOH (0.83 mL, 0.4 M) under N2. 0.4 mL of iPrOH was added to solubilize 35. The reaction was heated to reflux until the reaction was judged complete by HPLC. The product was concentrated and then dissolved in 1.9 mL H2O. 10% aq. HCl was added dropwise until the pH=2. The white solid that precipitated from the reaction was filtered off and washed with cold H2O. The... The reactants are COCN(Cc1ccccc1)C[Si](C)(C)C, ClCCl, CCOC(C)=O, C=C(CF)C(=O)OCC, O=C(O)C(F)(F)F, [Na+], O=C([O-])O. Product: CCOC(=O)C1(CF)CCN(Cc2ccccc2)C1. RXN SMILES: [CH2:1]([c:2]1[cH:3][cH:4][cH:5][cH:6][cH:7]1)[N:8]([CH2:9][O:15][CH3:16])[CH2:12][Si:10]([CH3:11])([CH3:13])[CH3:14].[CH2:38]([Cl:39])[Cl:40].[CH3:41][CH2:42][O:43][C:44](=[O:45])[CH3:46].[F:17][CH2:18][C:19]([C:20](=[O:21])[O:22][CH2:23][CH3:24])=[CH2:25].[F:26][C:27]([F:28])([F:29])[C:30]([OH:31])=[O:32].[Na+:37].[O-:33][C:34]([OH:35])=[O:36]>>[CH2:1]([c:2]1[cH:3][cH:4][cH:5][cH:6][cH:7]1)[N:8]1[CH2:9][CH2:25][C:19]([CH2:18][F:17])([C:20](=[O:21])[O:22][CH2:23][CH3:24])[CH2:12]1. Starting materials: NC=1C=C(C=C(C1N)C)O (3,4-diamino-5-methyl-phenol), C1(CC1)C(=O)O (cyclopropanecarboxylic acid). RXN SMILES: [NH2:1][C:2]1[CH:3]=[C:4]([OH:10])[CH:5]=[C:6]([CH3:9])[C:7]=1[NH2:8].[CH:11]1([C:14](O)=O)[CH2:13][CH2:12]1>>[CH:11]1([C:14]2[NH:1][C:2]3[CH:3]=[C:4]([OH:10])[CH:5]=[C:6]([CH3:9])[C:7]=3[N:8]=2)[CH2:13][CH2:12]1. Procedure details: 0.55 g (4.00 mmol) 3,4-diamino-5-methyl-phenol and 1.67 mL (20.00 mmol) cyclopropanecarboxylic acid were stirred for 1 h at 120° C. Then the reaction mixture w evaporated down i.vac. and further reacted as crude product. The product is C1(CC1)C1=NC2=C(N1)C=C(C=C2C)O (2-cyclopropyl-4-methyl-1H-benzo[d]imidazol-6-ol).